Dataset: the Open Reaction Database (ORD), a public repository of structured organic reaction records. Task: describe an organic reaction: reactants, conditions, products, and yield The solvent is C1CCOC1 (THF). Reaction SMILES: [CH3:1][O:2][C:3]1[CH:4]=[CH:5][C:6]2[O:10][CH:9]=[C:8]([CH2:11][CH2:12]O)[C:7]=2[CH:14]=1.C1(P(C2C=CC=CC=2)C2C=CC=CC=2)C=CC=CC=1.[I:34]I.N1C=CN=C1>C1COCC1>[CH3:1][O:2][C:3]1[CH:4]=[CH:5][C:6]2[O:10][CH:9]=[C:8]([CH2:11][CH2:12][I:34])[C:7]=2[CH:14]=1. Reported procedure: To a stirred solution of 2-(5-methoxy-1-benzofuran-3-yl)ethanol (960 mg, 5 mmol) in anhydrous THF (50 ml), triphenylphosphine (1.572 g, 6 mmol), iodine (1.518 g, 6 mmol) and imidazole (408 mg, 6 mmol) were added at room temperature. The reaction mixture was stirred at room temperature for 4 hrs and quenched with water. It was then extracted with chloroform, washed well with 5% Na2S2O3 and the organic layer dried over anhydrous MgSO4. It was filtered and concentrated. The residue was purified by ... Starting materials: COC=1C=CC2=C(C(=CO2)CCO)C1 (2-(5-methoxy-1-benzofuran-3-yl)ethanol), C1(=CC=CC=C1)P(C1=CC=CC=C1)C1=CC=CC=C1 (triphenylphosphine), II (iodine), N1C=NC=C1 (imidazole). Yields the product COC=1C=CC2=C(C(=CO2)CCI)C1 (2-(5-methoxy-1-benzofuran-3-yl)ethyl iodide). Conditions: time 4 hour. The reactants are COC(=O)NC1CCN(C(=O)OCc2ccccc2)C1, CO. Product: COC(=O)NC1CCNC1. RXN SMILES: [CH3:1][O:2][C:3](=[O:4])[NH:5][CH:6]1[CH2:7][N:8]([C:11]([O:12][CH2:13][c:14]2[cH:15][cH:16][cH:17][cH:18][cH:19]2)=[O:20])[CH2:9][CH2:10]1.[CH3:21][OH:22]>>[CH3:1][O:2][C:3](=[O:4])[NH:5][CH:6]1[CH2:7][NH:8][CH2:9][CH2:10]1. The reactants are solid, C(O)(O)=O.NC(=N)N (guanidine carbonate), C(C)(=O)C1C(CC(CC1=O)C1=CC=C(C=C1)F)=O (2-Acetyl-5-(4-fluoro-phenyl)-cyclohexane-1,3-dione), N1CCCC1 (pyrrolidine), C(C)(=O)C1C(CC(CC1=O)C1=CC=C(C=C1)F)=O (2-acetyl-5-(4-fluoro-phenyl)cyclohexane-1,3-dione). Solvent: O1CCOCC1 (dioxane), C(Cl)(Cl)Cl (chloroform). Product: NC1=NC=2CC(CC(C2C(=N1)C)=O)C1=CC=C(C=C1)F (2-Amino-7-(4-fluoro-phenyl)-4-methyl-7,8-dihydro-6H-quinazolin-5-one). RXN SMILES: [C:1]([CH:4]1[C:9](=[O:10])[CH2:8][CH:7]([C:11]2[CH:16]=[CH:15][C:14]([F:17])=[CH:13][CH:12]=2)[CH2:6][C:5]1=O)(=O)[CH3:2].N1CCCC1.C(=O)(O)O.[NH2:28][C:29]([NH2:31])=[NH:30]>C(Cl)(Cl)Cl.O1CCOCC1>[NH2:31][C:29]1[N:30]=[C:1]([CH3:2])[C:4]2[C:9](=[O:10])[CH2:8][CH:7]([C:11]3[CH:16]=[CH:15][C:14]([F:17])=[CH:13][CH:12]=3)[CH2:6][C:5]=2[N:28]=1 |f:2.3|. Reported procedure: To a stirred solution of 2-acetyl-5-(4-fluoro-phenyl)-cyclohexane-1,3-dione (200 mg, 0.80 mmol) from stage 1, in chloroform was added pyrrolidine (68 mg, 0.96 mmol). The reaction mixture was stirred at ambient temperature and monitored by TLC until complete disappearance of 2-acetyl-5-(4-fluoro-phenyl)cyclohexane-1,3-dione. The reaction mixture was washed with water (10 ml) and the solvent was removed under reduced pressure to give a solid m=229 mg, mass spectrum (ES-MS (+ve)) 302 [MH]+, Retenti... Starting materials: BrC1=C(C=CC=C1)C1=NCC=2N(C3=C1C=C(C=C3)F)C=NC2C(=O)O (6-(2-bromophenyl)-8-fluoro-4H-imidazo[1,5-a][1,4]benzodiazepine-3-carboxylic acid), P(Cl)(Cl)(Cl)(Cl)Cl (phosphorus pentachloride), C([O-])([O-])=O.[Na+].[Na+] (sodium carbonate), C(C)N (Ethylamine). Solvent: C(Cl)Cl (methylene chloride). Reaction conditions: time 2.5 hour. The product is BrC1=C(C=CC=C1)C1=NCC=2N(C3=C1C=C(C=C3)F)C=NC2C(=O)NCC (6-(2-Bromophenyl)-N-ethyl-8-fluoro-4H-imidazo[1,5-a][1,4]-benzodiazepine-3-carboxamide). RXN SMILES: [Br:1][C:2]1[CH:7]=[CH:6][CH:5]=[CH:4][C:3]=1[C:8]1[C:14]2[CH:15]=[C:16]([F:19])[CH:17]=[CH:18][C:13]=2[N:12]2[CH:20]=[N:21][C:22]([C:23]([OH:25])=O)=[C:11]2[CH2:10][N:9]=1.P(Cl)(Cl)(Cl)(Cl)Cl.[CH2:32]([NH2:34])[CH3:33].C(=O)([O-])[O-].[Na+].[Na+]>C(Cl)Cl>[Br:1][C:2]1[CH:7]=[CH:6][CH:5]=[CH:4][C:3]=1[C:8]1[C:14]2[CH:15]=[C:16]([F:19])[CH:17]=[CH:18][C:13]=2[N:12]2[CH:20]=[N:21][C:22]([C:23]([NH:34][CH2:32][CH3:33])=[O:25])=[C:11]2[CH2:10][N:9]=1 |f:3.4.5|. Reported procedure: A mixture of 0.4 g (1 mmol) of 6-(2-bromophenyl)-8-fluoro-4H-imidazo[1,5-a][1,4]benzodiazepine-3-carboxylic acid, 50 mL of methylene chloride and 0.3 g (1.44 mmol) of phosphorus pentachloride was stirred at room temperature for 2.5 hours. Ethylamine was introduced until the reaction mixture was basic. It was layered with 10% aqueous sodium carbonate solution and the two phases were stirred for 15 minutes The organic layer was separated, dried and evaporated. The residue was crystallized from eth... The reactants are N#CN1CCC2(CC1)CN(c1ccccc1[N+](=O)[O-])c1ccccc12, COCCOC, Cl, [Na+], [OH-]. Product: NC(=O)N1CCC2(CC1)CN(c1ccccc1[N+](=O)[O-])c1ccccc12. Reaction SMILES: [C:1](#[N:2])[N:3]1[CH2:4][CH2:5][C:6]2([CH2:7][N:8]([c:15]3[c:16]([N+:21](=[O:22])[O-:23])[cH:17][cH:18][cH:19][cH:20]3)[c:9]3[cH:10][cH:11][cH:12][cH:13][c:14]32)[CH2:24][CH2:25]1.[CH3:29][O:30][CH2:31][CH2:32][O:33][CH3:34].[ClH:26].[Na+:28].[OH-:27]>>[C:1]([NH2:2])([N:3]1[CH2:4][CH2:5][C:6]2([CH2:7][N:8]([c:15]3[c:16]([N+:21](=[O:22])[O-:23])[cH:17][cH:18][cH:19][cH:20]3)[c:9]3[cH:10][cH:11][cH:12][cH:13][c:14]32)[CH2:24][CH2:25]1)=[O:27]. Starting materials: [C@H]1(CC[C@@H](CC1)C(=O)O)C(=O)O (cis-cyclohexane-1,4-dicarboxylic acid), C(=O)OCCCC (n-butyl formate), 50W, resin, CCCCCCCC (octane), C[Zn]C (Dimethyl zinc), S(=O)(Cl)Cl (thionyl chloride). Reagents/catalysts: C(C)(=O)[O-].[Pd+2].C(C)(=O)[O-] (Palladium (II) acetate). Solvent: O (water). Run at temperature 110 celsius. Product: C(C)(=O)[C@H]1CC[C@H](CC1)C(=O)OCCCC (butyl cis-4-acetylcyclohexanecarboxylate). Reaction SMILES: [C@H:1]1([C:10]([OH:12])=O)[CH2:6][CH2:5][C@@H:4]([C:7]([OH:9])=[O:8])[CH2:3][CH2:2]1.C(O[CH2:16][CH2:17][CH2:18][CH3:19])=O.[CH3:20]CCCCCCC.S(Cl)(Cl)=O.C[Zn]C>O.C([O-])(=O)C.[Pd+2].C([O-])(=O)C>[C:10]([C@@H:1]1[CH2:2][CH2:3][C@H:4]([C:7]([O:9][CH2:16][CH2:17][CH2:18][CH3:19])=[O:8])[CH2:5][CH2:6]1)(=[O:12])[CH3:20] |f:6.7.8|. Procedure: To a flask were added cis-cyclohexane-1,4-dicarboxylic acid (20 g, 116 mmol), n-butyl formate (581 ml, 5066 mmol), Dowex 50W×2 resin (87 grams), and octane (484 ml). The reaction mixture was heated to 110° C. overnight and then cooled and filtered. The resin was washed with 300 mL 1:1 hexane:EtOAc. The filtrate was concentrated and then taken up in toluene and re-concentrated. The resulting residue was dissolved in dichloromethane (119 ml) and then thionyl chloride (11.51 ml, 158 mmol) was added...